Dataset: the Open Reaction Database (ORD), a public repository of structured organic reaction records. Task: describe an organic reaction: reactants, conditions, products, and yield Starting materials: C(C)OC(CS(=O)(=O)C1=CC=C(C=C1)OC)=O ((4-methoxy-benzenesulfonyl)-acetic acid ethyl ester), C(=CC(C)=C)Br (isoprenyl bromide), C1COCCOCCOCCOCCOCCO1 (18-Crown-6), C(=O)([O-])[O-].[K+].[K+] (K2CO3). The solvent is CC(=O)C (acetone). Yields the product C(C)OC(C(CC=C(C)C)S(=O)(=O)C1=CC=C(C=C1)OC)=O (2-(4-methoxy-benzenesulfonyl)-5-methyl-hex-4-enoic acid ethyl ester). As a reaction SMILES: [CH2:1]([O:3][C:4](=[O:17])[CH2:5][S:6]([C:9]1[CH:14]=[CH:13][C:12]([O:15][CH3:16])=[CH:11][CH:10]=1)(=[O:8])=[O:7])[CH3:2].[CH:18](Br)=[CH:19][C:20](=[CH2:22])[CH3:21].C1OCCOCCOCCOCCOCCOC1.C([O-])([O-])=O.[K+].[K+]>CC(C)=O>[CH2:1]([O:3][C:4](=[O:17])[CH:5]([S:6]([C:9]1[CH:14]=[CH:13][C:12]([O:15][CH3:16])=[CH:11][CH:10]=1)(=[O:7])=[O:8])[CH2:18][CH:19]=[C:20]([CH3:22])[CH3:21])[CH3:2] |f:3.4.5|. Procedure details: To a stirred solution of (4-methoxy-benzenesulfonyl)-acetic acid ethyl ester (5.16 g, 20 mmol), isoprenyl bromide (3.0 g, 20 mmol) and 18-Crown-6 (500 mg) in acetone (250 ml) was added K2CO3 (10 gms, excess) and the mixture refluxed foe 24 hours. At the end, the reaction mixture was filtered and the acetone layer was concentrated. The residue obtained was extracted with chloroform, washed well with water, dried over anhydrous MgSO4, filtered and concentrated. The product obtained was purified by... The reactants are Clc1nccc2occc12, Cl[Cu], N. Product: Nc1nccc2occc12. As a reaction SMILES: [Cl:1][c:2]1[n:3][cH:4][cH:5][c:6]2[c:7]1[cH:8][cH:9][o:10]2.[Cu:12][Cl:13].[NH3:11]>>[c:2]1([NH2:11])[n:3][cH:4][cH:5][c:6]2[c:7]1[cH:8][cH:9][o:10]2. The reactants are CCN=C=NCCCN(C)C, CC#N, Cl, O=C(O)c1cccc2c(F)cccc12, CC(C)(C)c1ccc(CC(N)C(O)c2cccc(Cl)c2)cc1, O, O, On1nnc2ccccc21. Yields the product CC(C)(C)c1ccc(CC(NC(=O)c2cccc3c(F)cccc23)C(O)c2cccc(Cl)c2)cc1. As a reaction SMILES: [CH2:38]([N:39]=[C:40]=[N:41][CH2:42][CH2:43][CH2:44][N:45]([CH3:46])[CH3:47])[CH3:48].[CH3:60][C:61]#[N:62].[ClH:37].[F:23][c:24]1[c:25]2[cH:26][cH:27][cH:28][c:29]([C:34](=[O:35])[OH:36])[c:30]2[cH:31][cH:32][cH:33]1.[NH2:1][CH:2]([CH:3]([OH:4])[c:5]1[cH:6][c:7]([Cl:11])[cH:8][cH:9][cH:10]1)[CH2:12][c:13]1[cH:14][cH:15][c:16]([C:19]([CH3:20])([CH3:21])[CH3:22])[cH:17][cH:18]1.[OH2:49].[OH2:63].[OH:50][n:51]1[c:52]2[cH:53][cH:54][cH:55][cH:56][c:57]2[n:58][n:59]1>>[NH:1]([CH:2]([CH:3]([OH:4])[c:5]1[cH:6][c:7]([Cl:11])[cH:8][cH:9][cH:10]1)[CH2:12][c:13]1[cH:14][cH:15][c:16]([C:19]([CH3:20])([CH3:21])[CH3:22])[cH:17][cH:18]1)[C:34]([c:29]1[cH:28][cH:27][cH:26][c:25]2[c:24]([F:23])[cH:33][cH:32][cH:31][c:30]21)=[O:35]. The reactants are Br, CC[O-], CCO, Cc1cc(Cl)nn2c(N)nnc12, [Na+]. Yields the product CCOc1cc(C)c2nnc(N)n2n1. As a reaction SMILES: [BrH:1].[CH3:15][CH2:16][O-:17].[CH3:18][CH2:19][OH:20].[Cl:2][c:3]1[cH:4][c:5]([CH3:13])[c:6]2[n:7]([n:8]1)[c:9]([NH2:12])[n:10][n:11]2.[Na+:14]>>[c:3]1([O:17][CH2:16][CH3:15])[cH:4][c:5]([CH3:13])[c:6]2[n:7]([n:8]1)[c:9]([NH2:12])[n:10][n:11]2. Starting materials: COC(=O)c1cccc(C2C(C#N)=C(C)NC(=O)N2C(=O)O)c1, CC[NH-], CO, Cl, [Li+], [OH-], O. Yields the product CC1=C(C#N)C(c2cccc(C(=O)O)c2)N(C(=O)O)C(=O)N1, CC[NH-]. RXN SMILES: [C:1](=[O:2])([O:3][CH3:4])[c:5]1[cH:6][c:7]([CH:11]2[C:12]([C:22]#[N:23])=[C:13]([CH3:21])[NH:14][C:15](=[O:20])[N:16]2[C:17](=[O:18])[OH:19])[cH:8][cH:9][cH:10]1.[CH2:24]([CH3:25])[NH-:26].[CH3:31][OH:32].[ClH:29].[Li+:27].[OH-:28].[OH2:30]>>[C:1](=[O:2])([OH:3])[c:5]1[cH:6][c:7]([CH:11]2[C:12]([C:22]#[N:23])=[C:13]([CH3:21])[NH:14][C:15](=[O:20])[N:16]2[C:17](=[O:18])[OH:19])[cH:8][cH:9][cH:10]1.[CH2:24]([CH3:25])[NH-:26]. Reactants: ClC1=C(C(C(=O)OC)=CC(=C1)Cl)O (methyl 3,5-dichlorosalicylate), N (ammonia), N (ammonia). Run at temperature 25 celsius, time 24 hour. Product: ClC1=C(C(C(=O)N)=CC(=C1)Cl)O (3,5-Dichlorosalicylamide). As a reaction SMILES: [Cl:1][C:2]1[CH:11]=[C:10]([Cl:12])[CH:9]=[C:4]([C:5](OC)=[O:6])[C:3]=1[OH:13].[NH3:14]>>[Cl:1][C:2]1[CH:11]=[C:10]([Cl:12])[CH:9]=[C:4]([C:5]([NH2:14])=[O:6])[C:3]=1[OH:13]. Reported procedure: A 1 liter Parr autoclave was charged with 221 g. (1 mole) -dichlorophenyl)- of methyl 3,5-dichlorosalicylate and 140 g. (8 moles) of anhydrous ammonia. The mixture was stirred at 25° C for 24 hours. After venting excess ammonia, the product was ground to a fine powder and triturated with boiling chloroform. The mixture was filtered while hot and the residue weighed 153 g. Analysis by infrared, gas chromatography, and nuclear magnetic resonance confirmed that the product was 3,5-dichlorosalicylam... The reactants are [Al+3], C1CCOC1, [H-], [H-], [H-], [H-], [Li+], CCCc1ccc(OCc2ccc(C(=O)OC)c(O)c2)c(OC)c1. Yields the product CCCc1ccc(OCc2ccc(CO)c(O)c2)c(OC)c1. RXN SMILES: [Al+3:26].[CH2:31]1[O:32][CH2:33][CH2:34][CH2:35]1.[H-:25].[H-:28].[H-:29].[H-:30].[Li+:27].[OH:1][c:2]1[c:3]([C:4](=[O:5])[O:6][CH3:7])[cH:8][cH:9][c:10]([CH2:12][O:13][c:14]2[c:15]([O:23][CH3:24])[cH:16][c:17]([CH2:20][CH2:21][CH3:22])[cH:18][cH:19]2)[cH:11]1>>[OH:1][c:2]1[c:3]([CH2:4][OH:5])[cH:8][cH:9][c:10]([CH2:12][O:13][c:14]2[c:15]([O:23][CH3:24])[cH:16][c:17]([CH2:20][CH2:21][CH3:22])[cH:18][cH:19]2)[cH:11]1.